describe an organic reaction: reactants, conditions, products, and yield From a dataset of the Open Reaction Database (ORD), a public repository of structured organic reaction records. Starting materials: CC=1C=C(C=NC1C(F)(F)F)C(=O)OC (methyl 5-methyl-6-(trifluoromethyl)-3-pyridinecarboxylate), CC(C)C[AlH]CC(C)C (DIBAL-H). Solvent: C(Cl)Cl (DCM), CO (MeOH). Reaction conditions: temperature 0 celsius, time 8 hour. Product: CC=1C=C(C=NC1C(F)(F)F)CO ([5-methyl-6-(trifluoromethyl)-3-pyridinyl]methanol). Yield: 61.7%. Reaction SMILES: [CH3:1][C:2]1[CH:3]=[C:4]([C:12](OC)=[O:13])[CH:5]=[N:6][C:7]=1[C:8]([F:11])([F:10])[F:9].CC(C[AlH]CC(C)C)C>C(Cl)Cl.CO>[CH3:1][C:2]1[CH:3]=[C:4]([CH2:12][OH:13])[CH:5]=[N:6][C:7]=1[C:8]([F:11])([F:9])[F:10]. Procedure details: To a solution of methyl 5-methyl-6-(trifluoromethyl)-3-pyridinecarboxylate (552 mg, 2.52 mmol) in DCM (30 ml) stirred under N2 at 0° C. was added a solution of DIBAL-H (1.5 M solution in toluene, 5.04 ml, 7.56 mmol) dropwise. The reaction mixture was stirred at 0° C. for 2 h and at room temperature overnight. The reaction mixture was diluted with MeOH and concentrated under reduced pressure. The residue was treated with a 1N HCl solution and extracted twice with EtOAc. The combined organic phase... The reactants are COC=1[C@H](N=C(CN1)OC)C(C)C ((R)-2,5-dihydro-3,6-dimethoxy-2-isopropyl-pyrazine), solution, [Li]CCCC (n-BuLi), CCCCCC (hexane), COCBr (bromomethyl methyl ether). Run in C1CCOC1 (THF), C1CCOC1 (THF). Reaction conditions: time 8 hour. The product is COC=1[C@H](N=C([C@@H](N1)COC)OC)C(C)C ((2R,5S)-3,6-Dimethoxy-5-(methoxymethyl)-2-isopropyl-2,5-dihydropyrazine). As a reaction SMILES: [CH3:1][O:2][C:3]1[C@@H:4]([CH:11]([CH3:13])[CH3:12])[N:5]=[C:6]([O:9][CH3:10])[CH2:7][N:8]=1.[Li]CCCC.CCCCCC.[CH3:25][O:26][CH2:27]Br>C1COCC1>[CH3:1][O:2][C:3]1[C@@H:4]([CH:11]([CH3:13])[CH3:12])[N:5]=[C:6]([O:9][CH3:10])[C@H:7]([CH2:25][O:26][CH3:27])[N:8]=1. Reported procedure: To a solution of (R)-2,5-dihydro-3,6-dimethoxy-2-isopropyl-pyrazine (5.53 g, 30 mmol) in anhydrous THF (80 ml) a 1.6M solution of n-BuLi in hexane (10.85 ml, 17.36 mmol) was added at -78° C. After 30 minutes a solution of bromomethyl methyl ether (4.5 g, 36 mmol) in THF (20 ml) was added dropwise. The reaction mixture was allowed to come to 20° C. overnight and was quenched by addition of 1M phosphate buffer (pH 7, 80 ml). The turbid mixture was stirred for 10 minutes, diluted with water (250 ml... Starting materials: CC(=O)C (acetone), C([O-])([O-])=O.[K+].[K+] (potassium carbonate), C(C)(=O)O[C@H]1[C@H](SCCCCCCC)OC[C@H]([C@@H]1OC(C)=O)OC(C)=O (n-heptyl 2,3,4-tri-O-acetyl-1-thio-β-D-xylopyranoside), 2,3,4-tri-O-acetyl-1-thio-β-D-xylopyranoside, C(CCCCCC)Br (n-heptyl bromide). Run in C(C)(=O)O (acetic acid). Run at time 1 hour. The product is S([C@H]1[C@H](O)[C@@H](O)[C@H](O)CO1)CCCCCCC (n-heptyl 1-thio-β-D-xylopyranoside). Yield: 65.3%. As a reaction SMILES: CC(C)=O.C(Br)CCCCCC.C(=O)([O-])[O-].[K+].[K+].C([O:22][C@@H:23]1[C@@H:36]([O:37]C(=O)C)[C@H:35]([O:41]C(=O)C)[CH2:34][O:33][C@H:24]1[S:25][CH2:26][CH2:27][CH2:28][CH2:29][CH2:30][CH2:31][CH3:32])(=O)C>C(O)(=O)C>[S:25]([CH2:26][CH2:27][CH2:28][CH2:29][CH2:30][CH2:31][CH3:32])[C@@H:24]1[O:33][CH2:34][C@@H:35]([OH:41])[C@H:36]([OH:37])[C@H:23]1[OH:22] |f:2.3.4|. Reported procedure: To 20 ml. of a 50% aqueous acetone solution were added 2.92 g. of 2,3,4-tri-O-acetyl-1-thio-β-D-xylopyranoside (17) and 1.79 g. of n-heptyl bromide. To the solution was further added 1.38 g. of potassium carbonate and then a boiling under reflux was carried out for one hour. After completion of the reaction, the solution was neutralized with acetic acid, extracted with chloroform washed with water, and dried. The used solvent was distilled away to obtain 2.55 g. of colorless oily n-heptyl 2,3,4-... Solvent: O1CCOCC1 (dioxane). Yields the product C[C@H]1[C@@H](C(NN=C1C1=CC2=C(N=C(O2)C=2N(C=CC2)C)C=C1)=O)CCC (Trans-5-methyl-6-[2-(1-methyl-1H-pyrrol-2-yl)-benzoxazol-6-yl]-4-propyl-4,5-dihydro-2H-pyridazin-3-one). Procedure details: 150 mg (407 mmol) 1-methyl-1H-pyrrole-2-carboxylic acid[2-hydroxy-4-(4-methyl-6-oxo-5-propyl-1,4,5,6-tetrahydro-pyridazin-3-yl)-phenyl]-amide are placed in 5 mL dioxane. 300 μL (5.19 mmol) acetic acid and 140 mg (814 μmol) p-toluenesulphonic acid monohydrate are added and the mixture is stirred for 60 min in the microwave at 200° C. The reaction mixture is extracted successively with 10% sodium carbonate solution, 1% acetic acid, 10% sodium carbonate solution and saline solution. Then the solv. ... The reactants are OC1=C(C=CC(=C1)C1=NNC(C(C1C)CCC)=O)NC(=O)C=1N(C=CC1)C (1-methyl-1H-pyrrole-2-carboxylic acid[2-hydroxy-4-(4-methyl-6-oxo-5-propyl-1,4,5,6-tetrahydro-pyridazin-3-yl)-phenyl]-amide), C(C)(=O)O (acetic acid), O.C1(=CC=C(C=C1)S(=O)(=O)O)C (p-toluenesulphonic acid monohydrate). RXN SMILES: O[C:2]1[CH:7]=[C:6]([C:8]2[CH:13]([CH3:14])[CH:12]([CH2:15][CH2:16][CH3:17])[C:11](=[O:18])[NH:10][N:9]=2)[CH:5]=[CH:4][C:3]=1[NH:19][C:20]([C:22]1[N:23]([CH3:27])[CH:24]=[CH:25][CH:26]=1)=[O:21].C(O)(=O)C.O.C1(C)C=CC(S(O)(=O)=O)=CC=1>O1CCOCC1>[CH3:14][C@@H:13]1[C:8]([C:6]2[CH:5]=[CH:4][C:3]3[N:19]=[C:20]([C:22]4[N:23]([CH3:27])[CH:24]=[CH:25][CH:26]=4)[O:21][C:2]=3[CH:7]=2)=[N:9][NH:10][C:11](=[O:18])[C@H:12]1[CH2:15][CH2:16][CH3:17] |f:2.3|. Run at temperature 200 celsius, time 60 minute. Reactants: C(C)N1CCC(=CC1)C1=C(C(=CC=C1)SC)F (1-ethyl-4-[2-fluoro-3-(methylthio)phenyl]-1,2,3,6-tetrahydropyridine), S(O)(O)(=O)=O (sulfuric acid), OO (hydrogen peroxide), C(C)(=O)OCC.CO (ethyl acetate methanol). The reagents and catalysts are [O-][W](=O)(=O)[O-].[Na+].[Na+] (sodium tungstate). The product is C(C)N1CCC(=CC1)C1=C(C(=CC=C1)S(=O)(=O)C)F (1-ETHYL-4-[2-FLUORO-3-(METHYLSULFONYL)PHENYL]-1,2,3,6-TETRAHYDROPYRIDINE). Reaction SMILES: [CH2:1]([N:3]1[CH2:8][CH:7]=[C:6]([C:9]2[CH:14]=[CH:13][CH:12]=[C:11](SC)[C:10]=2[F:17])[CH2:5][CH2:4]1)[CH3:2].[S:18](=[O:22])(=O)(O)[OH:19].OO.[C:25](OCC)(=O)C.CO>[O-][W]([O-])(=O)=O.[Na+].[Na+]>[CH2:1]([N:3]1[CH2:4][CH:5]=[C:6]([C:9]2[CH:14]=[CH:13][CH:12]=[C:11]([S:18]([CH3:25])(=[O:22])=[O:19])[C:10]=2[F:17])[CH2:7][CH2:8]1)[CH3:2] |f:3.4,5.6.7|. Procedure details: Preparation according to preparation 64: 1-ethyl-4-[2-fluoro-3-(methylthio)phenyl]-1,2,3,6-tetrahydropyridine (22.5 g, 89.6 mmol), sulfuric acid (1 M, 180 ml), sodium tungstate (0.296 g, 0.89 mmol), hydrogen peroxide (30%, 22.9 ml, 224 mmol). Flash column chromatography (ethyl acetate/methanol, 1:1) gave the title compound (17.2 g). MS m/z (rel. intensity, 70 eV) 283 (M+, 63), 268 (bp), 146 (51), 110 (87), 56 (59). Starting materials: CC(C)(C)OC(=O)N1CCN(c2nc(-c3ccc(NC(=O)Nc4ccncc4)cc3)nc(N3CC4CCC(C3)O4)n2)CC1, ClCCl, O=C(O)C(F)(F)F. Yields the product O=C(Nc1ccncc1)Nc1ccc(-c2nc(N3CCNCC3)nc(N3CC4CCC(C3)O4)n2)cc1. Reaction SMILES: [CH:1]12[CH2:2][N:3]([c:9]3[n:10][c:11]([N:31]4[CH2:32][CH2:33][N:34]([C:37]([O:38][C:39]([CH3:40])([CH3:41])[CH3:42])=[O:43])[CH2:35][CH2:36]4)[n:12][c:13](-[c:15]4[cH:16][cH:17][c:18]([NH:21][C:22](=[O:23])[NH:24][c:25]5[cH:26][cH:27][n:28][cH:29][cH:30]5)[cH:19][cH:20]4)[n:14]3)[CH2:4][CH:5]([CH2:6][CH2:7]1)[O:8]2.[Cl:51][CH2:52][Cl:53].[OH:44][C:45]([C:46]([F:47])([F:48])[F:49])=[O:50]>>[CH:1]12[CH2:2][N:3]([c:9]3[n:10][c:11]([N:31]4[CH2:32][CH2:33][NH:34][CH2:35][CH2:36]4)[n:12][c:13](-[c:15]4[cH:16][cH:17][c:18]([NH:21][C:22](=[O:23])[NH:24][c:25]5[cH:26][cH:27][n:28][cH:29][cH:30]5)[cH:19][cH:20]4)[n:14]3)[CH2:4][CH:5]([CH2:6][CH2:7]1)[O:8]2. Starting materials: F[B-](F)(F)F.O=[N+]=O (nitronium tetrafluoroborate), C1CCCC2=CC=CC=C12 (tetralin). The solvent is ClCCl (dichloromethane), ClCCl (dichloromethane). Run at temperature 0 celsius, time 30 minute. Yields the product [N+](=O)([O-])C=1C=C2CCCCC2=CC1 (6-Nitrotetralin). The yield is 26.4%. RXN SMILES: F[B-](F)(F)F.[O:6]=[N+:7]=[O:8].[CH2:9]1[C:18]2[C:13](=[CH:14][CH:15]=[CH:16][CH:17]=2)[CH2:12][CH2:11][CH2:10]1>ClCCl>[N+:7]([C:11]1[CH:12]=[C:13]2[C:18](=[CH:9][CH:10]=1)[CH2:17][CH2:16][CH2:15][CH2:14]2)([O-:8])=[O:6] |f:0.1|. Procedure: To a suspension of 85% nitronium tetrafluoroborate (52 g, 0.333 mol) in dichloromethane (500 mL) was added dropwise a solution of tetralin (40 g, 0.303 mol) in dichloromethane (400 mL) over 45 min at 0° C. The mixture was stirred for 30 min at 0° C. and quenched by addition of ice-water (700 mL). The organic layer was separated, washed with water, dried over magnesium sulfate, and concentrated. The residue was purified by silica gel column chromatography with 30:1~5:1 hexane/toluene to give 14.1... The reactants are ClC1=CC=2C3(C4=CC=CC=C4C(C2C=C1)C3)C(=O)O (racemic 2-chloro-9,10-dihydro-9,10-methano-9-anthracenecarboxylic acid), C[C@@H]([C@H](C1=CC=CC=C1)O)NC ((1S,2S)-(+)-pseudoephedrine), 0,CHCl3, Cl (hydrochloric acid), [Cl-].[Na+].O (brine). Run in C(C)(=O)OCC (ethyl acetate), C(C)(=O)OCC (ethyl acetate), CO (methanol), C(C)(=O)OCC (ethyl acetate). Conditions: temperature 25 celsius, time 30 minute. The product is ClC1=CC=2[C@]3(C4=CC=CC=C4[C@@H](C2C=C1)C3)C(=O)O ((9S,10S)-2-chloro-9,10-dihydro-9,10-methano-9-anthracene-carboxylic acid). Isolated yield 29.8%. As a reaction SMILES: [Cl:1][C:2]1[CH:15]=[CH:14][C:13]2[CH:12]3[CH2:16][C:5]([C:17]([OH:19])=[O:18])([C:6]4[C:11]3=[CH:10][CH:9]=[CH:8][CH:7]=4)[C:4]=2[CH:3]=1.C[C@H](NC)[C@@H](O)C1C=CC=CC=1.[Cl-].[Na+].O.Cl>C(OCC)(=O)C.CO>[Cl:1][C:2]1[CH:15]=[CH:14][C:13]2[C@H:12]3[CH2:16][C@:5]([C:17]([OH:19])=[O:18])([C:6]4[C:11]3=[CH:10][CH:9]=[CH:8][CH:7]=4)[C:4]=2[CH:3]=1 |f:2.3.4|. Procedure details: To a solution of racemic 2-chloro-9,10-dihydro-9,10-methano-9-anthracenecarboxylic acid (100 g; 0.37M) in ethyl acetate (1.5 L) and methanol (75 mL) was added solid (1S,2S)-(+)-pseudoephedrine (61.1 g; 0.37M). With efficient agitation the mixture was warmed to reflux, held for 30 minutes and slowly cooled to 25° C. After a minimum of 2 h the slurry was filtered and washed with ethyl acetate to yield enriched diastereomeric salt (88.6 g; 0.20M; 55%; diastereomeric ratio 80:20, as determined by HP...